describe an organic reaction: reactants, conditions, products, and yield From a dataset of the Open Reaction Database (ORD), a public repository of structured organic reaction records. Starting materials: C(C)(C)(C)OC(=O)N1CC(CC1)C(=O)C1=CC(=C2C(=NC=NN21)N)C=2C=CC1=CN(N=C1C2)CC2=CC=CC=C2 (3-[4-Amino-5-(2-benzyl-2H-indazol-6-yl)-pyrrolo[2,1-f][1,2,4]triazine-7-carbonyl]-pyrrolidine-1-carboxylic acid tert-butyl ester), Cl (HCl). Solvent: C1CCOC1 (THF), O1CCOCC1 (dioxane). Conditions: time 12 hour. Product: NC1=NC=NN2C1=C(C=C2C(=O)C2CNCC2)C=2C=CC1=CN(N=C1C2)CC2=CC=CC=C2 ([4-Amino-5-(2-benzyl-2H-indazol-6-yl)-pyrrolo[2,1-f][1,2,4]triazin-7-yl]-pyrrolidin-3-yl-methanone). Yield: 77.8%. RXN SMILES: C(OC([N:8]1[CH2:12][CH2:11][CH:10]([C:13]([C:15]2[N:23]3[C:18]([C:19]([NH2:24])=[N:20][CH:21]=[N:22]3)=[C:17]([C:25]3[CH:26]=[CH:27][C:28]4[C:32]([CH:33]=3)=[N:31][N:30]([CH2:34][C:35]3[CH:40]=[CH:39][CH:38]=[CH:37][CH:36]=3)[CH:29]=4)[CH:16]=2)=[O:14])[CH2:9]1)=O)(C)(C)C.Cl>C1COCC1.O1CCOCC1>[NH2:24][C:19]1[C:18]2=[C:17]([C:25]3[CH:26]=[CH:27][C:28]4[C:32]([CH:33]=3)=[N:31][N:30]([CH2:34][C:35]3[CH:36]=[CH:37][CH:38]=[CH:39][CH:40]=3)[CH:29]=4)[CH:16]=[C:15]([C:13]([CH:10]3[CH2:11][CH2:12][NH:8][CH2:9]3)=[O:14])[N:23]2[N:22]=[CH:21][N:20]=1. Procedure details: The product from Step 3 (0.51 g, 0.94 mmol) was dissolved in THF (15 mL) and HCl in dioxane (4N, 2.34 mL) was added. The mixture was stirred for 12 hours and then concentrated. The residue was suspended in EtOAc, sonicated for 10 min and the white solid was filtered. The solid was partitioned between NaHCO3 saturated solution and i-PrOH/CHCl3 (1:2) mixture. The organic layer was separated and washed with brine, dried over Na2SO4 filtered and concentrated to provide 320 mg (78%) of the title comp... Starting materials: S(=O)(Cl)Cl (thionyl chloride), OC(C)C1=NC=CC=2CCCCC12 (1-(1-Hydroxyethyl)-5,6,7,8-tetrahydroisoquinoline). Run in ClCCl (dichloromethane), ClCCl (dichloromethane), one. Conditions: temperature 0 celsius, time 2 hour. Product: ClC(C)C1=NC=CC=2CCCCC12 (1-(1-chloroethyl)-5,6,7,8-tetrahydroisoquinoline). Isolated yield 100.2%. As a reaction SMILES: O[CH:2]([C:4]1[C:13]2[CH2:12][CH2:11][CH2:10][CH2:9][C:8]=2[CH:7]=[CH:6][N:5]=1)[CH3:3].S(Cl)([Cl:16])=O>ClCCl>[Cl:16][CH:2]([C:4]1[C:13]2[CH2:12][CH2:11][CH2:10][CH2:9][C:8]=2[CH:7]=[CH:6][N:5]=1)[CH3:3]. Procedure details: 1-(1-Hydroxyethyl)-5,6,7,8-tetrahydroisoquinoline (1.77 g, 10 mmole) is dissolved in 30 ml dichloromethane in a 100 ml one neck round bottom flask under nitrogen. The solution is cooled to 0° C., is treated dropwise with thionyl chloride (1.1 ml, 15 mmole) in 5 ml dichloromethane, and is stirred 2 h at 0° C. followed by 1 h at room temperature. The mixture is recooled to 0° C., is quenched with 50 ml saturated sodium bicarbonate, and the layers are separated. The aqueous layer is extracted with ... The reactants are Cl.C12C(C3CC(CC(C1)C3)C2)N (2-adamantanamine hydrochloride), C1(=CC=CC=C1)C(C(=O)O)(C)C (2-phenylisobutyric acid), F[B-](F)(F)F.N1(N=NC2=C1C=CC=C2)OC(=[N+](C)C)N(C)C (O-benzotriazol-1-yl-N,N,N′,N′-tetramethyluronium tetrafluoroborate), CCN(C(C)C)C(C)C (DIEA). Run in CN(C(C)=O)C (N,N-dimethylacetamide). Product: C(C)(=O)[O-].[NH4+] (ammonium acetate), C12C(C3CC(CC(C1)C3)C2)NC(C(C)(C2=CC=CC=C2)C)=O (N-2-adamantyl-2-methyl-2-phenylpropanamide). As a reaction SMILES: Cl.[CH:2]12[CH2:11][CH:6]3[CH2:7][CH:8]([CH2:10][CH:4]([CH2:5]3)[CH:3]1[NH2:12])[CH2:9]2.[C:13]1([C:19]([CH3:24])([CH3:23])[C:20]([OH:22])=[O:21])[CH:18]=[CH:17][CH:16]=[CH:15][CH:14]=1.F[B-](F)(F)F.N1(OC(N(C)C)=[N+](C)C)C2C=CC=CC=2N=N1.CCN(C(C)C)C(C)C>CN(C)C(=O)C>[C:20]([O-:22])(=[O:21])[CH3:19].[NH4+:12].[CH:2]12[CH2:11][CH:6]3[CH2:7][CH:8]([CH2:10][CH:4]([CH2:5]3)[CH:3]1[NH:12][C:20](=[O:21])[C:19]([CH3:23])([C:13]1[CH:18]=[CH:17][CH:16]=[CH:15][CH:14]=1)[CH3:24])[CH2:9]2 |f:0.1,3.4,7.8|. Procedure: A solution of 2-adamantanamine hydrochloride (38 mg, 0.20 mmol), 2-phenylisobutyric acid (30 mg, 0.19 mmol), and O-benzotriazol-1-yl-N,N,N′,N′-tetramethyluronium tetrafluoroborate (TBTU) (65 mg, 0.20 mmol) in N,N-dimethylacetamide (DMA) (2 mL) and DIEA (80 μL, 0.46 mmol) was stirred for 16 hours at 23° C. The reaction mixture was analyzed by LC/MS and determined to be near completion. The reaction mixture was concentrated under reduced pressure. The residue was dissolved in DMSO/MeOH (1:1, 1.5 m... Reactants: Cl.NCC=1C=C(C=CC1)CN1N=C(C2=C(C=CC=C12)OC)NS(=O)(=O)C=1SC(=CC1)Cl (N-[1-{[3-(aminomethyl)phenyl]methyl}-4-(methyloxy)-1H-indazol-3-yl]-5-chloro-2-thiophenesulfonamide hydrochloride), B(Br)(Br)Br (boron tribromide), B(Br)(Br)Br (boron tribromide), Intermediate 4, CO (methanol), C([O-])(O)=O.[Na+] (sodium bicarbonate). Run in C(Cl)Cl (DCM), C(Cl)Cl (DCM). Run at time 1 hour. Product: C(=O)O.NCC=1C=C(C=CC1)CN1N=C(C2=C(C=CC=C12)O)NS(=O)(=O)C=1SC(=CC1)Cl (N-(1-{[3-(Aminomethyl)phenyl]methyl}-4-hydroxy-1H-indazol-3-yl)-5-chloro-2-thiophenesulfonamide formate salt). Reaction SMILES: Cl.[NH2:2][CH2:3][C:4]1[CH:5]=[C:6]([CH2:10][N:11]2[C:19]3[C:14](=[C:15]([O:20]C)[CH:16]=[CH:17][CH:18]=3)[C:13]([NH:22][S:23]([C:26]3[S:27][C:28]([Cl:31])=[CH:29][CH:30]=3)(=[O:25])=[O:24])=[N:12]2)[CH:7]=[CH:8][CH:9]=1.B(Br)(Br)Br.CO.[C:38](=O)([OH:40])[O-:39].[Na+]>C(Cl)Cl>[CH:38]([OH:40])=[O:39].[NH2:2][CH2:3][C:4]1[CH:5]=[C:6]([CH2:10][N:11]2[C:19]3[C:14](=[C:15]([OH:20])[CH:16]=[CH:17][CH:18]=3)[C:13]([NH:22][S:23]([C:26]3[S:27][C:28]([Cl:31])=[CH:29][CH:30]=3)(=[O:25])=[O:24])=[N:12]2)[CH:7]=[CH:8][CH:9]=1 |f:0.1,4.5,7.8|. Reported procedure: A suspension of N-[1-{[3-(aminomethyl)phenyl]methyl}-4-(methyloxy)-1H-indazol-3-yl]-5-chloro-2-thiophenesulfonamide hydrochloride (for a preparation see Intermediate 4) (266 mg, 0.533 mmol) in anhydrous DCM (7.5 mL) under nitrogen atmosphere was treated dropwise with boron tribromide solution in DCM (1M, 0.533 mL, 0.533 mmol) at room temperature, and the reaction mixture was stirred at room temperature for 1 hour (reaction not in solution—sticky orange gum had formed). A further portion of boron... The reactants are Cc1cc(CC(=O)O)on1, COc1ccc(CCC2(C3CCCC3)CC(=O)CC(=O)O2)c(OC)c1, O=C1CC(=O)OC(CCc2cccc(Cl)c2)(C2CCCC2)C1, O=C(O)Cc1ccccc1. Yields the product O=C(Cc1ccccc1)C1C(=O)CC(CCc2cccc(Cl)c2)(C2CCCC2)OC1=O. RXN SMILES: [CH3:11][c:12]1[cH:13][c:14]([CH2:15][C:16]([OH:17])=[O:18])[o:19][n:20]1.[CH:43]1([C:44]2([CH2:45][CH2:46][c:47]3[cH:48][cH:49][c:50]([O:51][CH3:52])[cH:53][c:54]3[O:55][CH3:56])[O:57][C:58](=[O:59])[CH2:60][C:61](=[O:62])[CH2:63]2)[CH2:64][CH2:65][CH2:66][CH2:67]1.[Cl:21][c:22]1[cH:23][c:24]([CH2:28][CH2:29][C:30]2([CH:38]3[CH2:39][CH2:40][CH2:41][CH2:42]3)[CH2:31][C:32](=[O:37])[CH2:33][C:34](=[O:36])[O:35]2)[cH:25][cH:26][cH:27]1.[OH:1][C:2](=[O:3])[CH2:4][c:5]1[cH:6][cH:7][cH:8][cH:9][cH:10]1>>[C:2](=[O:3])([CH2:4][c:5]1[cH:6][cH:7][cH:8][cH:9][cH:10]1)[CH:33]1[C:32](=[O:37])[CH2:31][C:30]([CH2:29][CH2:28][c:24]2[cH:23][c:22]([Cl:21])[cH:27][cH:26][cH:25]2)([CH:38]2[CH2:39][CH2:40][CH2:41][CH2:42]2)[O:35][C:34]1=[O:36]. Procedure: The title compound was prepared from 5-bromo-2,3-diaminopyridine and 2-chloro-4-hydroxybenzaldehyde. Reactants: BrC=1C=C(C(=NC1)N)N (5-bromo-2,3-diaminopyridine), ClC1=C(C=O)C=CC(=C1)O (2-chloro-4-hydroxybenzaldehyde). Product: BrC=1C=C2C(=NC1)NC(=N2)C2=C(C=C(C=C2)O)Cl (4-(6-Bromo-3H-imidazo[4,5-b]pyridin-2-yl)-3-chlorophenol). As a reaction SMILES: [Br:1][C:2]1[CH:3]=[C:4]([NH2:9])[C:5]([NH2:8])=[N:6][CH:7]=1.[Cl:10][C:11]1[CH:18]=[C:17]([OH:19])[CH:16]=[CH:15][C:12]=1[CH:13]=O>>[Br:1][C:2]1[CH:3]=[C:4]2[N:9]=[C:13]([C:12]3[CH:15]=[CH:16][C:17]([OH:19])=[CH:18][C:11]=3[Cl:10])[NH:8][C:5]2=[N:6][CH:7]=1. The reactants are F[B-](F)(F)F.C(C)[O+](CC)CC (triethyloxonium tetrafluoroborate), CN1C=NC=C1 (N-methylimidazole). Solvent: ClCCCl (1,2-dichloroethane), ClCCCl (1,2-dichloroethane). Product: F[B-](F)(F)F.C[N+]1=CN(C=C1)CC (1-methyl-3-ethylimidazolium Tetrafluoroborate). As a reaction SMILES: [CH3:1][N:2]1[CH:6]=[CH:5][N:4]=[CH:3]1.[F:7][B-:8]([F:11])([F:10])[F:9].[CH2:12]([O+](CC)CC)[CH3:13]>ClCCCl>[F:7][B-:8]([F:11])([F:10])[F:9].[CH3:1][N+:2]1[CH:6]=[CH:5][N:4]([CH2:12][CH3:13])[CH:3]=1 |f:1.2,4.5|. Procedure: 22.3 ml of N-methylimidazole and 120 ml of 1,2-dichloroethane were introduced into a 250 ml glass flask under an argon atmosphere. 53.2 g of triethyloxonium tetrafluoroborate was added in small portions. The reaction medium was observed to heat up slightly and the solvent was then refluxed for 1 hour 30 minutes. The molten salt formed was colorless, non miscible and denser than the 1,2-dichloroethane. It was separated by simple decanting and drawn under vacuum using a vane pump. Product: COC(=O)C(CCSC)NC(=O)c1ccc(CO)cc1-c1ccccc1. Starting materials: CCN=C=NCCCN(C)C, COC(=O)C(N)CCSC, CN1CCOCC1, CCOC(C)=O, Cl, Cl, O=C(O)c1ccc(CO)cc1-c1ccccc1, O=c1c2ccccc2nnn1O. RXN SMILES: [CH3:19][N:20]([CH3:21])[CH2:22][CH2:23][CH2:24][N:25]=[C:26]=[N:27][CH2:28][CH3:29].[CH3:43][O:44][C:45]([CH:46]([NH2:47])[CH2:48][CH2:49][S:50][CH3:51])=[O:52].[CH3:53][N:54]1[CH2:55][CH2:56][O:57][CH2:58][CH2:59]1.[CH3:60][CH2:61][O:62][C:63](=[O:64])[CH3:65].[ClH:18].[ClH:42].[OH:1][CH2:2][c:3]1[cH:4][c:5](-[c:12]2[cH:13][cH:14][cH:15][cH:16][cH:17]2)[c:6]([C:7](=[O:8])[OH:9])[cH:10][cH:11]1.[OH:30][n:31]1[c:32](=[O:33])[c:34]2[cH:35][cH:36][cH:37][cH:38][c:39]2[n:40][n:41]1>>[OH:1][CH2:2][c:3]1[cH:4][c:5](-[c:12]2[cH:13][cH:14][cH:15][cH:16][cH:17]2)[c:6]([C:7](=[O:9])[NH:47][CH:46]([C:45]([O:44][CH3:43])=[O:52])[CH2:48][CH2:49][S:50][CH3:51])[cH:10][cH:11]1.